describe an organic reaction: reactants, conditions, products, and yield From a dataset of the Open Reaction Database (ORD), a public repository of structured organic reaction records. Starting materials: [Br-], N#Cc1ccc(C(=O)c2cn(C(c3ccccc3)(c3ccccc3)c3ccccc3)cn2)cc1, C[Mg+], C1CCOC1. The product is CC(O)(c1ccc(C#N)cc1)c1cn(C(c2ccccc2)(c2ccccc2)c2ccccc2)cn1. As a reaction SMILES: [Br-:1].[C:4]([c:5]1[cH:6][cH:7][cH:8][cH:9][cH:10]1)([c:11]1[cH:12][cH:13][cH:14][cH:15][cH:16]1)([c:17]1[cH:18][cH:19][cH:20][cH:21][cH:22]1)[n:23]1[cH:24][n:25][c:26]([C:28](=[O:29])[c:30]2[cH:31][cH:32][c:33]([C:34]#[N:35])[cH:36][cH:37]2)[cH:27]1.[CH3:2][Mg+:3].[O:38]1[CH2:39][CH2:40][CH2:41][CH2:42]1>>[CH3:2][C:28]([c:26]1[n:25][cH:24][n:23]([C:4]([c:5]2[cH:6][cH:7][cH:8][cH:9][cH:10]2)([c:11]2[cH:12][cH:13][cH:14][cH:15][cH:16]2)[c:17]2[cH:18][cH:19][cH:20][cH:21][cH:22]2)[cH:27]1)([OH:29])[c:30]1[cH:31][cH:32][c:33]([C:34]#[N:35])[cH:36][cH:37]1. The product is CC1(C)C=C(c2ccc(F)cc2)c2ccc(NS(C)(=O)=O)cc2O1. The reactants are CS(=O)(=O)Cl, ClC(Cl)Cl, CC1(C)C=C(c2ccc(F)cc2)c2ccc(N)cc2O1, c1ccncc1. As a reaction SMILES: [CH3:7][S:8]([Cl:9])(=[O:10])=[O:11].[CH:32]([Cl:33])([Cl:34])[Cl:35].[F:12][c:13]1[cH:14][cH:15][c:16]([C:19]2=[CH:20][C:21]([CH3:30])([CH3:31])[O:22][c:23]3[cH:24][c:25]([NH2:29])[cH:26][cH:27][c:28]32)[cH:17][cH:18]1.[cH:1]1[cH:2][cH:3][n:4][cH:5][cH:6]1>>[CH3:7][S:8](=[O:10])(=[O:11])[NH:29][c:25]1[cH:24][c:23]2[c:28]([cH:27][cH:26]1)[C:19]([c:16]1[cH:15][cH:14][c:13]([F:12])[cH:18][cH:17]1)=[CH:20][C:21]([CH3:30])([CH3:31])[O:22]2. The reactants are CCCCC, CN(C)C=O, O=C(Cl)C(=O)Cl, O=C(O)CCC(F)(F)F. Product: O=C(Cl)CCC(F)(F)F. RXN SMILES: [CH3:10][CH2:11][CH2:12][CH2:13][CH3:14].[CH3:21][N:22]([CH3:23])[CH:24]=[O:25].[Cl:15][C:16]([C:17]([Cl:18])=[O:19])=[O:20].[F:1][C:2]([CH2:3][CH2:4][C:5](=[O:6])[OH:7])([F:8])[F:9]>>[F:1][C:2]([CH2:3][CH2:4][C:5](=[O:6])[Cl:15])([F:8])[F:9].